From a dataset of the Open Reaction Database (ORD), a public repository of structured organic reaction records. describe an organic reaction: reactants, conditions, products, and yield Reactants: FC1=CC(=C(C=C1)OC)Br (4-fluoro-2-bromanisole), C(CCC)[Li] (n-butyllithium), C([C@@H]1CO1)OCC1=CC=CC=C1 (Benzyl(S)-(+)-glycidyl ether). Reagents/catalysts: [Cu]Br.CSC (Copper(I) bromide dimethylsulfide), B(F)(F)F.CCOCC (boron trifluoride diethyl etherate). The solvent is O1CCCC1 (tetrahydrofuran). Reaction conditions: temperature -78 celsius, time 3 hour. Yields the product C(C1=CC=CC=C1)OC[C@H](CC1=C(C=CC(=C1)F)OC)O ((S)-1-benzyloxy-3-(5-fluoro-2-methoxy-phenyl)propan-2-ol). Yield: 68.9%. RXN SMILES: [F:1][C:2]1[CH:7]=[CH:6][C:5]([O:8][CH3:9])=[C:4](Br)[CH:3]=1.C([Li])CCC.[CH2:16]([O:20][CH2:21][C:22]1[CH:27]=[CH:26][CH:25]=[CH:24][CH:23]=1)[C@H:17]1[O:19][CH2:18]1>O1CCCC1.[Cu]Br.CSC.B(F)(F)F.CCOCC>[CH2:21]([O:20][CH2:16][C@@H:17]([OH:19])[CH2:18][C:4]1[CH:3]=[C:2]([F:1])[CH:7]=[CH:6][C:5]=1[O:8][CH3:9])[C:22]1[CH:27]=[CH:26][CH:25]=[CH:24][CH:23]=1 |f:4.5,6.7|. Procedure details: To a solution of 4-fluoro-2-bromanisole (12.6 ml, 0.1 mol) in anhydrous tetrahydrofuran at −78° C. was added n-butyllithium (39 ml, 2.5 M in hexane) and the resulting mixture was allowed to stir at −78° C. for 3 h. Copper(I) bromide-dimethylsulfide (10.0 g, 0.05 mol) was then added at −78° C. and the reaction mixture was allowed to warm to 40° C. over 2 h. Benzyl(S)-(+)-glycidyl ether (3.71 ml, 0.025 mol) was added at −60° C. followed by boron trifluoride diethyl etherate (0.15 ml, 1.2 mmol) and... Starting materials: N1([C@H](C(=O)N2[C@H](C(=O)N[C@@H](CCCNC(NS(=O)(=O)C3=C(C)C=4CCC(C)(C)OC4C(C)=C3C)=N)C(=O)OC(C)(C)C)CCC2)CCC1)C(=O)OCC1C2=CC=CC=C2C2=CC=CC=C12 (Fmoc-Pro-Pro-Arg(Pmc)-OtBu), N1CCCCC1 (piperidine). The solvent is C(C)#N (acetonitrile). Conditions: time 4 hour. Product: N1[C@H](C(=O)N2[C@H](C(=O)N[C@@H](CCCNC(NS(=O)(=O)C3=C(C)C=4CCC(C)(C)OC4C(C)=C3C)=N)C(=O)OC(C)(C)C)CCC2)CCC1 (H2N-Pro-Pro-Arg(Pmc)-OtBu). RXN SMILES: [N:1]1(C(OCC2C3C(=CC=CC=3)C3C2=CC=CC=3)=O)[CH2:48][CH2:47][CH2:46][C@H:2]1[C:3]([N:5]1[CH2:45][CH2:44][CH2:43][C@H:6]1[C:7]([NH:9][C@H:10]([C:36]([O:38][C:39]([CH3:42])([CH3:41])[CH3:40])=[O:37])[CH2:11][CH2:12][CH2:13][NH:14][C:15](=[NH:35])[NH:16][S:17]([C:20]1[C:33]([CH3:34])=[C:31]([CH3:32])[C:30]2[O:29][C:26]([CH3:28])([CH3:27])[CH2:25][CH2:24][C:23]=2[C:21]=1[CH3:22])(=[O:19])=[O:18])=[O:8])=[O:4].N1CCCCC1>C(#N)C>[NH:1]1[CH2:48][CH2:47][CH2:46][C@H:2]1[C:3]([N:5]1[CH2:45][CH2:44][CH2:43][C@H:6]1[C:7]([NH:9][C@H:10]([C:36]([O:38][C:39]([CH3:40])([CH3:41])[CH3:42])=[O:37])[CH2:11][CH2:12][CH2:13][NH:14][C:15](=[NH:35])[NH:16][S:17]([C:20]1[C:33]([CH3:34])=[C:31]([CH3:32])[C:30]2[O:29][C:26]([CH3:28])([CH3:27])[CH2:25][CH2:24][C:23]=2[C:21]=1[CH3:22])(=[O:19])=[O:18])=[O:8])=[O:4]. Procedure details: Fmoc-Pro-Pro-Arg(Pmc)-OtBu 1.7 g (1.86 mmol) was dissolved in acetonitrile (50 mL) and treated with piperidine (2 mL) and the mixture was stirred at RT for 4 h. The solvents were removed and the residue was purified by chromatography using methylene chloride-methanol (8:2). The reactants are C(C1=CC=CC=C1)N1CC(C(CC1)C1=CSC=C1)C(=O)O (1-Benzyl-4-thiophen-3-yl-piperidine-3-carboxylic acid), C(C(=O)Cl)(=O)Cl (oxalyl chloride), 220C. The reagents and catalysts are CN(C)C=O (DMF). Run in C(Cl)Cl (CH2Cl2). Yields the product C(C1=CC=CC=C1)N1CC(C(CC1)C1=CSC=C1)C(=O)Cl (1-Benzyl-4-thiophen-3-yl-piperidine-3-carbonyl chloride). As a reaction SMILES: [CH2:1]([N:8]1[CH2:13][CH2:12][CH:11]([C:14]2[CH:18]=[CH:17][S:16][CH:15]=2)[CH:10]([C:19]([OH:21])=O)[CH2:9]1)[C:2]1[CH:7]=[CH:6][CH:5]=[CH:4][CH:3]=1.C(Cl)(=O)C([Cl:25])=O>C(Cl)Cl.CN(C=O)C>[CH2:1]([N:8]1[CH2:13][CH2:12][CH:11]([C:14]2[CH:18]=[CH:17][S:16][CH:15]=2)[CH:10]([C:19]([Cl:25])=[O:21])[CH2:9]1)[C:2]1[CH:7]=[CH:6][CH:5]=[CH:4][CH:3]=1. Procedure details: A solution of the product from step d) (4.68 g, 13.8 mmol) in CH2Cl2 (77 ml) was treated with DMF (3-4 drops) and oxalyl chloride (2.72 ml, 31 mmol) at 220C for 1 hour. Next, the solvent was evaporated providing the subtitle compound (4.38 g) that was used without further purification. Starting materials: C(C)OP(=O)(C(CCCCCC)CC(C1=CC=CC=C1)=O)CC(=O)OC ([Ethoxy[1-(2-oxo-2-phenylethyl)heptyl]phosphinyl]acetic acid, methyl ester), Cl (hydrochloric acid), ice water. The solvent is C(C)(=O)O (acetic acid). Run at time 46 hour. Yields the product C(C)OP(=O)(C(CCCCCC)CC(C1=CC=CC=C1)=O)CC(=O)O ([Ethoxy[1-(2-oxo-2-phenylethyl)heptyl]phosphinyl]acetic acid). Reaction SMILES: [CH2:1]([O:3][P:4]([CH2:22][C:23]([O:25]C)=[O:24])([CH:6]([CH2:13][C:14](=[O:21])[C:15]1[CH:20]=[CH:19][CH:18]=[CH:17][CH:16]=1)[CH2:7][CH2:8][CH2:9][CH2:10][CH2:11][CH3:12])=[O:5])[CH3:2].Cl>C(O)(=O)C>[CH2:1]([O:3][P:4]([CH2:22][C:23]([OH:25])=[O:24])([CH:6]([CH2:13][C:14](=[O:21])[C:15]1[CH:16]=[CH:17][CH:18]=[CH:19][CH:20]=1)[CH2:7][CH2:8][CH2:9][CH2:10][CH2:11][CH3:12])=[O:5])[CH3:2]. Procedure details: A solution of the product from part (b) (3.10 g., 8.115 mmole) in glacial acetic acid (10 ml.) is treated with concentrated hydrochloric acid (5 ml.) and stirred at room temperature for 46 hours. The mixture is poured onto an ice-water mixture and extracted with ethyl acetate. The ethyl acetate extract is washed with water, saturated sodium chloride solution, dried over Na2SO4 and evaporated. The residue is purified by flash chromatography on silica gel (85 g.) eluting with acetic acid/methanol/... Starting materials: FC(C=1C=C(C(=O)N2[C@@H](CN(CC2)CC2=CC=CC=C2)CC2=CC(=C(C=C2)C)C)C=C(C1)C(F)(F)F)(F)F ((2R)-1-[3,5-bis(trifluoromethyl)benzoyl]-2-(3,4-dimethylbenzyl)-4-benzylpiperazine), C(=O)[O-].[NH4+] (ammonium formate), CO (methanol), O (water). The reagents and catalysts are [C].[Pd] (palladium-carbon). Solvent: O1CCCC1 (tetrahydrofurane). Reaction conditions: temperature 50 celsius, time 5.5 hour. The product is C(\C=C\C(=O)O)(=O)O (fumaric acid), FC(C=1C=C(C(=O)N2[C@@H](CNCC2)CC2=CC(=C(C=C2)C)C)C=C(C1)C(F)(F)F)(F)F ((2R)-1-[3,5-bis(trifluoromethyl)benzoyl]-2-(3,4-dimethylbenzyl)piperazine). RXN SMILES: [F:1][C:2]([F:38])([F:37])[C:3]1[CH:4]=[C:5]([CH:30]=[C:31]([C:33]([F:36])([F:35])[F:34])[CH:32]=1)[C:6]([N:8]1[CH2:13][CH2:12][N:11](CC2C=CC=CC=2)[CH2:10][C@H:9]1[CH2:21][C:22]1[CH:27]=[CH:26][C:25]([CH3:28])=[C:24]([CH3:29])[CH:23]=1)=[O:7].[CH:39]([O-:41])=[O:40].[NH4+].C[OH:44].O>[C].[Pd].O1CCCC1>[C:6]([OH:44])(=[O:7])/[CH:5]=[CH:30]/[C:39]([OH:41])=[O:40].[F:38][C:2]([F:1])([F:37])[C:3]1[CH:4]=[C:5]([CH:30]=[C:31]([C:33]([F:34])([F:35])[F:36])[CH:32]=1)[C:6]([N:8]1[CH2:13][CH2:12][NH:11][CH2:10][C@H:9]1[CH2:21][C:22]1[CH:27]=[CH:26][C:25]([CH3:28])=[C:24]([CH3:29])[CH:23]=1)=[O:7] |f:1.2,5.6|. Procedure details: A mixture of (2R)-1-[3,5-bis(trifluoromethyl)benzoyl]-2-(3,4-dimethylbenzyl)-4-benzylpiperazine (2.94 g), ammonium formate (1.74 g) and 10% palladium-carbon (0.58 g) in a mixed solvent of methanol (11.8 ml), water (5.9 ml) and tetrahydrofurane (10 ml) was stirred for 5.5 hours at 50° C. under nitrogen atmosphere. The reaction mixture was cooled to room temperature and filtered through Celite® pad. The filtrate was concentrated under reduced pressure and the residue was dissolved in ethyl acetate... Starting materials: ClC1=CC(=NC2=CC=C(C=C12)C)N1CCS(C2=C(C1)C=CC=C2)(=O)=O (4-(4-chloro-6-methylquinolin-2-yl)-2,3,4,5-tetrahydro-1,4-benzothiazepine 1,1-dioxide), [C@@H]1([C@@H](CCC1)N)N (trans-cyclopentane-1,2-diamine). Yields the product O=S1(CCN(CC2=C1C=CC=C2)C2=NC1=CC=C(C=C1C(=C2)N[C@H]2[C@@H](CCC2)N)C)=O (trans-N-[2-(1,1-Dioxido-2,3-dihydro-1,4-benzothiazepin-4(5H)-yl)-6-methylquinolin-4-yl]cyclopentane-1,2-diamine). RXN SMILES: Cl[C:2]1[C:11]2[C:6](=[CH:7][CH:8]=[C:9]([CH3:12])[CH:10]=2)[N:5]=[C:4]([N:13]2[CH2:19][C:18]3[CH:20]=[CH:21][CH:22]=[CH:23][C:17]=3[S:16](=[O:25])(=[O:24])[CH2:15][CH2:14]2)[CH:3]=1.[C@@H:26]1([NH2:32])[CH2:30][CH2:29][CH2:28][C@H:27]1[NH2:31]>>[O:24]=[S:16]1(=[O:25])[C:17]2[CH:23]=[CH:22][CH:21]=[CH:20][C:18]=2[CH2:19][N:13]([C:4]2[CH:3]=[C:2]([NH:31][C@@H:27]3[CH2:28][CH2:29][CH2:30][C@H:26]3[NH2:32])[C:11]3[C:6](=[CH:7][CH:8]=[C:9]([CH3:12])[CH:10]=3)[N:5]=2)[CH2:14][CH2:15]1. Procedure details: The title compound was prepared in analogy to Example 15-1 in Scheme 5 by using 4-(4-chloro-6-methylquinolin-2-yl)-2,3,4,5-tetrahydro-1,4-benzothiazepine 1,1-dioxide (prepared in analogy to the one in Example 2-1) and trans-cyclopentane-1,2-diamine. MS obsd. (ESI+) [(M+H)+] 437, 1H NMR (400 MHz, CD3OD) δ ppm 8.03 (d, J=7.83 Hz, 1 H), 7.93-7.81 (m, 2 H), 7.67 (t, J=7.45 Hz, 1 H), 7.61 (d, J=8.59 Hz, 1 H), 7.51 (t, J=7.71 Hz, 1 H), 7.47 (d, J=7.58 Hz, 1 H), 6.04 (s, 1 H), 5.25 (s, 2 H), 4.66 (brs,... Starting materials: N1CCOCC1 (Morpholine), C(C)(C)(C)NC(=O)C1=C(C2=C(N=C(N=C2C2=CC(=CC=C2)NC(=O)OC2=CC=C(C=C2)[N+](=O)[O-])C2=CC=CC=C2)S1)N (tert-butyl 5-amino-2-phenyl-4-(3-(p-nitro-phenoxycarbonylamino)-phenyl)-thieno[2,3-d]pyrimidine-6-carboxamide). Solvent: ClCCl (dichloromethane), C(Cl)Cl (CH2Cl2). Run at time 8 hour. The product is C(C)(C)(C)NC(=O)C1=C(C2=C(N=C(N=C2C2=CC(=CC=C2)NC(=O)N2CCOCC2)C2=CC=CC=C2)S1)N (tert-Butyl 5-amino-2-phenyl-4-(3-((morpholin-4-yl)-carbonylamino)-phenyl)-thieno[2,3-d]pyrimidine-6-carboxamide). Reaction SMILES: [NH:1]1[CH2:6][CH2:5][O:4][CH2:3][CH2:2]1.[C:7]([NH:11][C:12]([C:14]1[S:47][C:17]2[N:18]=[C:19]([C:41]3[CH:46]=[CH:45][CH:44]=[CH:43][CH:42]=3)[N:20]=[C:21]([C:22]3[CH:27]=[CH:26][CH:25]=[C:24]([NH:28][C:29](OC4C=CC([N+]([O-])=O)=CC=4)=[O:30])[CH:23]=3)[C:16]=2[C:15]=1[NH2:48])=[O:13])([CH3:10])([CH3:9])[CH3:8]>ClCCl>[C:7]([NH:11][C:12]([C:14]1[S:47][C:17]2[N:18]=[C:19]([C:41]3[CH:42]=[CH:43][CH:44]=[CH:45][CH:46]=3)[N:20]=[C:21]([C:22]3[CH:27]=[CH:26][CH:25]=[C:24]([NH:28][C:29]([N:1]4[CH2:6][CH2:5][O:4][CH2:3][CH2:2]4)=[O:30])[CH:23]=3)[C:16]=2[C:15]=1[NH2:48])=[O:13])([CH3:10])([CH3:8])[CH3:9]. Reported procedure: Morpholine (250 mg) was added to a solution of tert-butyl 5-amino-2-phenyl-4-(3-(p-nitro-phenoxycarbonylamino)-phenyl)-thieno[2,3-d]pyrimidine-6-carboxamide (example 31(h), 150 mg) in dichloromethane (5 ml) and the reaction mixture was stirred at room temperature overnight. Subsequently, the reaction mixture was diluted with CH2Cl2 and washed with H2O. The organic layer was concentrated under reduced pressure. The title compound was purified by HPLC using a Luna C-18 column with the following gr...